This data is from the Open Reaction Database (ORD), a public repository of structured organic reaction records. The task is: describe an organic reaction: reactants, conditions, products, and yield The reactants are CC(C)(C)OC(=O)NCCCCNCc1ncccc1-c1ccccc1, Cc1cnc(C=O)c(C)c1. The product is Cc1cnc(CN(CCCCNC(=O)OC(C)(C)C)Cc2ncccc2-c2ccccc2)c(C)c1. Reaction SMILES: [C:1]([CH3:2])([CH3:3])([CH3:4])[O:5][C:6]([NH:7][CH2:8][CH2:9][CH2:10][CH2:11][NH:12][CH2:13][c:14]1[n:15][cH:16][cH:17][cH:18][c:19]1-[c:20]1[cH:21][cH:22][cH:23][cH:24][cH:25]1)=[O:26].[CH3:27][c:28]1[c:29]([CH:35]=[O:36])[n:30][cH:31][c:32]([CH3:34])[cH:33]1>>[C:1]([CH3:2])([CH3:3])([CH3:4])[O:5][C:6]([NH:7][CH2:8][CH2:9][CH2:10][CH2:11][N:12]([CH2:13][c:14]1[n:15][cH:16][cH:17][cH:18][c:19]1-[c:20]1[cH:21][cH:22][cH:23][cH:24][cH:25]1)[CH2:35][c:29]1[c:28]([CH3:27])[cH:33][c:32]([CH3:34])[cH:31][n:30]1)=[O:26]. Reactants: BrC=1C=C(C(=C(C1)C(=O)C1=CC=C(C=C1)OCC)Cl)OC ((5-Bromo-2-chloro-3-methoxyphenyl)(4-ethoxyphenyl)methanone), C(C)[SiH](CC)CC (triethylsilane), B(F)(F)F.CCOCC (boron trifluoride diethyl etherate), C(=O)([O-])[O-].[K+].[K+] (K2CO3). Run in C(Cl)Cl.CC#N (CH2Cl2 CH3CN). Run at time 15 hour. Product: BrC=1C=C(C(=C(C1)CC1=CC=C(C=C1)OCC)Cl)OC (5-Bromo-2-chloro-1-(4-ethoxybenzyl)-3-methoxybenzene). The yield is 84.6%. Reaction SMILES: [Br:1][C:2]1[CH:3]=[C:4]([O:20][CH3:21])[C:5]([Cl:19])=[C:6]([C:8]([C:10]2[CH:15]=[CH:14][C:13]([O:16][CH2:17][CH3:18])=[CH:12][CH:11]=2)=O)[CH:7]=1.C([SiH](CC)CC)C.B(F)(F)F.CCOCC.C([O-])([O-])=O.[K+].[K+]>C(Cl)Cl.CC#N>[Br:1][C:2]1[CH:3]=[C:4]([O:20][CH3:21])[C:5]([Cl:19])=[C:6]([CH2:8][C:10]2[CH:11]=[CH:12][C:13]([O:16][CH2:17][CH3:18])=[CH:14][CH:15]=2)[CH:7]=1 |f:2.3,4.5.6,7.8|. Reported procedure: To a solution of methanone 73 (7.0 g, 18.94 mmol) in CH2Cl2/CH3CN (60 mL/60 mL) were added triethylsilane (9.1 mL, 56.81 mmol) and boron trifluoride diethyl etherate (7.0 mL, 56.81 mmol) at 0° C. The mixture was warmed up to room temperature slowly and stirred at room temperature for 15 hours. To the mixture was added aq. saturated K2CO3 solution (80 mL) slowly and extracted with EtOAc (100 mL×2). The combined organic layer was dried over MgSO4, filtered, and concentrated in vacuo. The residue w... Reactants: C(CCC)C=1N(C(=CN1)COC(C(C(=O)[O-])CC1=CC=CC=C1)=O)CC1=C(C=CC=C1)Cl ((2-n-butyl-1-{(2-chlorophenyl)methyl}-1H-imidazol-5-yl]methyl-2-benzylmalonate), [OH-].[K+] (potassium hydroxide), O (water), C(C)O (ethanol). Product: C(CCC)C=1N(C(=CN1)CC(C(=O)O)CC1=CC=CC=C1)CC1=C(C=CC=C1)Cl (3-[2-n-butyl-1-{(2-chlorophenyl)methyl}-1H-imidazol-5-yl]-2-benzylpropanoic acid). Isolated yield 86.0%. RXN SMILES: [CH2:1]([C:5]1[N:6]([CH2:25][C:26]2[CH:31]=[CH:30][CH:29]=[CH:28][C:27]=2[Cl:32])[C:7]([CH2:10]OC(=O)C(CC2C=CC=CC=2)C([O-])=O)=[CH:8][N:9]=1)[CH2:2][CH2:3][CH3:4].[OH-:33].[K+].O.[CH2:36]([OH:38])[CH3:37]>>[CH2:1]([C:5]1[N:6]([CH2:25][C:26]2[CH:31]=[CH:30][CH:29]=[CH:28][C:27]=2[Cl:32])[C:7]([CH2:10][CH:37]([CH2:25][C:26]2[CH:31]=[CH:30][CH:29]=[CH:28][CH:27]=2)[C:36]([OH:33])=[O:38])=[CH:8][N:9]=1)[CH2:2][CH2:3][CH3:4] |f:1.2|. Procedure: A mixture of diethyl [(2-n-butyl-1-{(2-chlorophenyl)methyl}-1H-imidazol-5-yl]methyl-2-benzylmalonate (0.72 g, 1.36 mmol), potassium hydroxide (0.83 g, 14.7 mmol), water (15 mL) and ethanol (25 mL) was refluxed for 4 hours. The ethanol was evaporated, the residual aqueous layer was extracted with diethyl ether, and the basic solution was adjusted to pH 3.75 with concentrated hydrochloric acid. The precipitated product was extracted into methylene chloride, dried, and concentrated. This crude prod... Starting materials: OC=1C=C(C=CC1)C=C1C(OC(OC1=O)(C)C)=O (5-((3-Hydroxyphenyl)methylidene)-2,2-dimethyl-1,3-dioxane-4,6-dione), C(=C)[Mg]Br (vinylmagnesium bromide). Run in C1CCOC1 (THF). Reaction conditions: time 30 minute. Product: OC=1C=C(C=CC1)C(C=C)C1C(OC(OC1=O)(C)C)=O (5-(1-(3-Hydroxyphenyl)-2-propenyl)-2,2-dimethyl-1,3-dioxane-4,6-dione). RXN SMILES: [OH:1][C:2]1[CH:3]=[C:4]([CH:8]=[C:9]2[C:14](=[O:15])[O:13][C:12]([CH3:17])([CH3:16])[O:11][C:10]2=[O:18])[CH:5]=[CH:6][CH:7]=1.[CH:19]([Mg]Br)=[CH2:20]>C1COCC1>[OH:1][C:2]1[CH:3]=[C:4]([CH:8]([CH:9]2[C:10](=[O:18])[O:11][C:12]([CH3:16])([CH3:17])[O:13][C:14]2=[O:15])[CH:19]=[CH2:20])[CH:5]=[CH:6][CH:7]=1. Procedure details: To a solution of 8.1 (6.0 g, 24.17 mmol) in THF, was added vinylmagnesium bromide (available from Aldrich) (207.2 mL, 145.0 mmol) via cannula at 0° C. The resulting heterogeneous mixture was warmed to room temperature, stirred for 30 minutes, and quenched with 1 N aq. HCl. The aqueous layer was extracted with EtOAc. The combined organic layers were washed with brine, dried over Na2SO4, filtered, and concentrated to provide 15.1 as a yellow oil which was used in the next step without further puri... Reactants: ClC1=C(C=CC(=C1)C(F)(F)F)C#CC(=O)O ((2-chloro-4-trifluoromethylphenyl)propynoic acid), C1(CC1)CN(CCOC1=C(C=C(C=C1)N)OC)CCC (4-[2-(cyclopropylmethylpropylamino)ethoxy]-3-methoxyphenylamine), Cl (HCl). Solvent: ClCCl.CO (dichloromethane methanol). Product: Cl.C1(CC1)CN(CCOC1=C(C=C(C=C1)NC(C#CC1=C(C=C(C=C1)C(F)(F)F)Cl)=O)OC)CCC (3-(2-chloro-4-trifluoromethylphenyl)propynoic acid-{4-[2-(cyclopropylmethylpropylamino)ethoxy]-3-methoxyphenyl}amide hydrochloride). Reaction SMILES: [Cl:1][C:2]1[CH:7]=[C:6]([C:8]([F:11])([F:10])[F:9])[CH:5]=[CH:4][C:3]=1[C:12]#[C:13][C:14]([OH:16])=O.[CH:17]1([CH2:20][N:21]([CH2:34][CH2:35][CH3:36])[CH2:22][CH2:23][O:24][C:25]2[CH:30]=[CH:29][C:28]([NH2:31])=[CH:27][C:26]=2[O:32][CH3:33])[CH2:19][CH2:18]1.Cl>ClCCl.CO>[ClH:1].[CH:17]1([CH2:20][N:21]([CH2:34][CH2:35][CH3:36])[CH2:22][CH2:23][O:24][C:25]2[CH:30]=[CH:29][C:28]([NH:31][C:14](=[O:16])[C:13]#[C:12][C:3]3[CH:4]=[CH:5][C:6]([C:8]([F:9])([F:10])[F:11])=[CH:7][C:2]=3[Cl:1])=[CH:27][C:26]=2[O:32][CH3:33])[CH2:19][CH2:18]1 |f:3.4,5.6|. Procedure details: Prepared analogously to Example 2.3.f. from 150 mg (0.6 mmol) of (2-chloro-4-trifluoromethylphenyl)propynoic acid and 185 mg (0.66 mmol) of 4-[2-(cyclopropylmethylpropylamino)ethoxy]-3-methoxyphenylamine. Yield: 180 mg (59% of theory); melting point: 185° C.-188° C.; C26H28ClF3N2O3 (M=508.96)*HCl; calc.: molecular ion peak (M+H)+: 509/511 (Cl); found: molecular ion peak (M+H)+: 509/511 (Cl); Rf value: 0.35 (silica gel, dichloromethane/methanol (9:1)). Starting materials: CCCCCC (hexane), C1=CC=CC=C1 (benzene), C1=CC=CC=C1 (benzene), CCCCCCCC (n-octane), CCCCCC (hexane). Reagents/catalysts: [Pt] (platinum). Run in C1(=CC=CC=C1)C (toluene), CCCCCCC (n-heptane), C=1(C(=CC=CC1)C)C (ortho-xylene), C1(=CC=CC=C1)C (toluene), CCCCCCC (n-heptane). Yields the product C=CC1=CC=CC=C1 (styrene), C(C)C1=CC=CC=C1 (ethylbenzene), CC(C)CCCCC (2-methylheptane). Reaction SMILES: [CH3:1]CCCCC.C1C=CC=CC=1.[CH3:13][CH2:14][CH2:15][CH2:16][CH2:17][CH2:18][CH2:19][CH3:20]>[Pt].C1(C)C(C)=CC=CC=1.C1(C)C=CC=CC=1.CCCCCCC>[CH2:13]=[CH:14][C:15]1[CH:20]=[CH:19][CH:18]=[CH:17][CH:16]=1.[CH2:14]([C:15]1[CH:20]=[CH:19][CH:18]=[CH:17][CH:16]=1)[CH3:13].[CH3:1][CH:19]([CH2:18][CH2:17][CH2:16][CH2:15][CH3:14])[CH3:20]. Procedure: A standard test based on hexane conversion at 1000° F. indicated an apparent hexane conversion activity between 200 and 500, with a very high benzene selectivity (60%). At very high hexane conversions (99%), benzene was formed in over 94% yield. Similarly, n-heptane yielded 96% toluene. Similarly, n-heptane yielded 96% toluene. Consistent with the non-acidic nature of this platinum catalyst, n-octane yielded in addition to styrene, ethylbenzene and ortho-xylene, 2-methylheptane produced mostly m... The reactants are CCOC(C)=O, O=C(Cl)Cl, CC(C)(C)c1cc(N)no1. The product is CC(C)(C)c1cc(N=C=O)no1. As a reaction SMILES: [CH3:15][CH2:16][O:17][C:18](=[O:19])[CH3:20].[Cl:1][C:2]([Cl:3])=[O:4].[NH2:5][c:6]1[n:7][o:8][c:9]([C:11]([CH3:12])([CH3:13])[CH3:14])[cH:10]1>>[C:2](=[O:4])=[N:5][c:6]1[n:7][o:8][c:9]([C:11]([CH3:12])([CH3:13])[CH3:14])[cH:10]1.